Dataset: the Open Reaction Database (ORD), a public repository of structured organic reaction records. Task: describe an organic reaction: reactants, conditions, products, and yield Reactants: C[C@@H]1CCC2C[C@@H](/C(=C/C=C/C=C/[C@H](C[C@H](C(=O)[C@@H]([C@@H](/C(=C/[C@H](C(=O)C[C@H](OC(=O)[C@@H]3CCCCN3C(=O)C(=O)[C@@]1(O2)O)[C@H](C)C[C@@H]4CC[C@@H]([C@@H](C4)OC)N5C=NN=N5)C)/C)O)OC)C)C)/C)OC (ABT-578), CCO (ethanol 200 proof). Solvent: C(C)#N (acetonitrile). Conditions: time 16 hour. Yields the product C[C@@H]1CCC2C[C@@H](/C(=C/C=C/C=C/[C@H](C[C@H](C(=O)[C@@H]([C@@H](/C(=C/[C@H](C(=O)C[C@H](OC(=O)[C@@H]3CCCCN3C(=O)C(=O)[C@@]1(O2)O)[C@H](C)C[C@@H]4CC[C@@H]([C@@H](C4)OC)N5C=NN=N5)C)/C)O)OC)C)C)/C)OC.C(C)O (ABT-578 ethanol). As a reaction SMILES: [CH3:1][C@H:2]1[C@@:41]2([OH:43])[O:42][CH:5]([CH2:6][C@H:7]([O:68][CH3:69])[C:8]([CH3:67])=[CH:9][CH:10]=[CH:11][CH:12]=[CH:13][C@@H:14]([CH3:66])[CH2:15][C@@H:16]([CH3:65])[C:17]([C@H:19]([O:63][CH3:64])[C@H:20]([OH:62])[C:21]([CH3:61])=[CH:22][C@@H:23]([CH3:60])[C:24]([CH2:26][C@@H:27]([C@@H:44]([CH2:46][C@H:47]3[CH2:52][C@@H:51]([O:53][CH3:54])[C@@H:50]([N:55]4[N:59]=[N:58][N:57]=[CH:56]4)[CH2:49][CH2:48]3)[CH3:45])[O:28][C:29]([C@H:31]3[N:36]([C:37]([C:39]2=[O:40])=[O:38])[CH2:35][CH2:34][CH2:33][CH2:32]3)=[O:30])=[O:25])=[O:18])[CH2:4][CH2:3]1.[CH3:70][CH2:71][OH:72]>C(#N)C>[CH3:1][C@H:2]1[C@@:41]2([OH:43])[O:42][CH:5]([CH2:6][C@H:7]([O:68][CH3:69])[C:8]([CH3:67])=[CH:9][CH:10]=[CH:11][CH:12]=[CH:13][C@@H:14]([CH3:66])[CH2:15][C@@H:16]([CH3:65])[C:17]([C@H:19]([O:63][CH3:64])[C@H:20]([OH:62])[C:21]([CH3:61])=[CH:22][C@@H:23]([CH3:60])[C:24]([CH2:26][C@@H:27]([C@@H:44]([CH2:46][C@H:47]3[CH2:52][C@@H:51]([O:53][CH3:54])[C@@H:50]([N:55]4[N:59]=[N:58][N:57]=[CH:56]4)[CH2:49][CH2:48]3)[CH3:45])[O:28][C:29]([C@H:31]3[N:36]([C:37]([C:39]2=[O:40])=[O:38])[CH2:35][CH2:34][CH2:33][CH2:32]3)=[O:30])=[O:25])=[O:18])[CH2:4][CH2:3]1.[CH2:71]([OH:72])[CH3:70] |f:3.4|. Reported procedure: Crystals of ABT-578 ethanol solvate were prepared by adding 417 mg amorphous ABT-578 to a vial and charging 315 mg ethanol 200 proof to it to enable dissolution. This was seeded after 15 hours with the acetonitrile desolvated solvate and incubated at 0 degrees Celsius for an additional 16 hours upon which a crystalline slurry was obtained. Run in O (water). The product is ClCC=1C(N(OC1C1=CC=CC=C1)C1=C(C=C(C=C1)C(=O)OCC)[N+](=O)[O-])=O (4-chloromethyl-5-phenyl-2-(4-ethoxycarbonyl-2-nitrophenyl)-4-isoxazolin-3-one). Isolated yield 88.0%. Procedure: After mixing 270 g (0.762) of 5-phenyl-(4-ethoxycarbonyl-2-nitrophenyl)-4-isoxazolin-3-one prepared in the above step, 800 ml of 1,2-dichloroethane, 125 g of zinc chloride, 103 g of paraformaldehyde, and 20 ml of sulfuric acid, the reaction was performed for 1.5 hours in a steam bath while blowing hydrogen chloride gas in the reaction system. During the reaction, crystals deposited. After cooling, water was added to the reaction mixture and crystals formed were recovered by filtration, washed wi... Reaction SMILES: [C:1]1([C:7]2[O:11][N:10]([C:12]3[CH:17]=[CH:16][C:15]([C:18]([O:20][CH2:21][CH3:22])=[O:19])=[CH:14][C:13]=3[N+:23]([O-:25])=[O:24])[C:9](=[O:26])[CH:8]=2)[CH:6]=[CH:5][CH:4]=[CH:3][CH:2]=1.C=O.S(=O)(=O)(O)O.Cl.[Cl:35][CH2:36]CCl>[Cl-].[Zn+2].[Cl-].O>[Cl:35][CH2:36][C:8]1[C:9](=[O:26])[N:10]([C:12]2[CH:17]=[CH:16][C:15]([C:18]([O:20][CH2:21][CH3:22])=[O:19])=[CH:14][C:13]=2[N+:23]([O-:25])=[O:24])[O:11][C:7]=1[C:1]1[CH:6]=[CH:5][CH:4]=[CH:3][CH:2]=1 |f:5.6.7|. Reaction conditions: time 1.5 hour. Reagents/catalysts: [Cl-].[Zn+2].[Cl-] (zinc chloride). Starting materials: C1(=CC=CC=C1)C1=CC(N(O1)C1=C(C=C(C=C1)C(=O)OCC)[N+](=O)[O-])=O (5-phenyl-(4-ethoxycarbonyl-2-nitrophenyl)-4-isoxazolin-3-one), Cl (hydrogen chloride), C=O (paraformaldehyde), S(O)(O)(=O)=O (sulfuric acid), ClCCCl (1,2-dichloroethane). The reactants are Clc1ccnc2cc(CBr)ccc12, O=C1CN(C(=O)OCc2ccccc2)CCN1, C1CCOC1, [H-], [Na+]. Yields the product O=C1CN(C(=O)OCc2ccccc2)CCN1Cc1ccc2c(Cl)ccnc2c1. RXN SMILES: [Br:20][CH2:21][c:22]1[cH:23][cH:24][c:25]2[c:26]([Cl:32])[cH:27][cH:28][n:29][c:30]2[cH:31]1.[CH2:1]([c:2]1[cH:3][cH:4][cH:5][cH:6][cH:7]1)[O:8][C:9](=[O:10])[N:11]1[CH2:12][C:13](=[O:17])[NH:14][CH2:15][CH2:16]1.[CH2:33]1[O:34][CH2:35][CH2:36][CH2:37]1.[H-:18].[Na+:19]>>[CH2:1]([c:2]1[cH:3][cH:4][cH:5][cH:6][cH:7]1)[O:8][C:9](=[O:10])[N:11]1[CH2:12][C:13](=[O:17])[N:14]([CH2:21][c:22]2[cH:23][cH:24][c:25]3[c:26]([Cl:32])[cH:27][cH:28][n:29][c:30]3[cH:31]2)[CH2:15][CH2:16]1. Starting materials: C(C)(=O)O (acetic acid), [O-]C#N.[K+] (potassium cyanate), [C-]#N.[K+] (potassium cyanide), CC(=O)CCC1=CC(=C(C(=C1)C(C)(C)C)O)C(C)(C)C (3,5-di-tert-butyl-4-hydroxyphenylethyl methyl ketone), C(CCCCCCCCCCCCCCCCC)N (n-octadecylamine), C(C)(=O)O (acetic acid). The solvent is Cl (hydrochloric acid), O (water), O (water), O (water), O (water). Reaction conditions: time 3.5 hour. Yields the product desired product, C(C)(C)(C)C=1C=C(C=C(C1O)C(C)(C)C)CCC1(C(NC(N1CCCCCCCCCCCCCCCCCC)=O)=O)C (5-(3',5'-di-tert-butyl-4'-hydroxyphenylethyl)-5-methyl-1-n-octadecylhydantoin). RXN SMILES: [C-]#N.[K+].[CH3:4][C:5]([CH2:7][CH2:8][C:9]1[CH:14]=[C:13]([C:15]([CH3:18])([CH3:17])[CH3:16])[C:12]([OH:19])=[C:11]([C:20]([CH3:23])([CH3:22])[CH3:21])[CH:10]=1)=O.[CH2:24]([NH2:42])[CH2:25][CH2:26][CH2:27][CH2:28][CH2:29][CH2:30][CH2:31][CH2:32][CH2:33][CH2:34][CH2:35][CH2:36][CH2:37][CH2:38][CH2:39][CH2:40][CH3:41].[O-:43][C:44]#[N:45].[K+].[C:47](O)(=[O:49])C>O.Cl>[C:20]([C:11]1[CH:10]=[C:9]([CH2:8][CH2:7][C:5]2([CH3:4])[N:42]([CH2:24][CH2:25][CH2:26][CH2:27][CH2:28][CH2:29][CH2:30][CH2:31][CH2:32][CH2:33][CH2:34][CH2:35][CH2:36][CH2:37][CH2:38][CH2:39][CH2:40][CH3:41])[C:47](=[O:49])[NH:45][C:44]2=[O:43])[CH:14]=[C:13]([C:15]([CH3:16])([CH3:17])[CH3:18])[C:12]=1[OH:19])([CH3:21])([CH3:23])[CH3:22] |f:0.1,4.5|. Procedure details: 7.8 g (0.12 mole) of potassium cyanide in 40 ml of water is slowly added to a stirred solution of 27.6 g (0.1 mole) of 3,5-di-tert-butyl-4-hydroxyphenylethyl methyl ketone and 27.0 g (0.1 mol) of n-octadecylamine in 200 ml of glacial acetic acid at 15°-25° C. The mixture is stirred at 20°-25° C for 3.5 hours after addition is complete and then allowed to stand overnight at room temperature. The reaction mixture is then diluted with water and extracted with ether. The ether extract is dried and e... Starting materials: FC1=CC=C(C=C1)C=1C(=CC=CC1)C(=O)[O-] (4′-Fluorobiphenyl carboxylate), S(=O)(Cl)Cl (thionyl chloride), C(C)(=O)O (acetic acid). Yields the product FC1=CC=C(C=C1)C1=CC=C(C=C1)C(=O)Cl (4′-Fluorobiphenyl-4-carbonyl chloride). As a reaction SMILES: [F:1][C:2]1[CH:7]=[CH:6][C:5]([C:8]2[C:9](C([O-])=O)=[CH:10][CH:11]=[CH:12][CH:13]=2)=[CH:4][CH:3]=1.[C:17]([OH:20])(=O)C.S(Cl)([Cl:23])=O>>[F:1][C:2]1[CH:3]=[CH:4][C:5]([C:8]2[CH:13]=[CH:12][C:11]([C:17]([Cl:23])=[O:20])=[CH:10][CH:9]=2)=[CH:6][CH:7]=1. Procedure: 4′-Fluorobiphenyl carboxylate (10 mmol) was dissolved in thionyl chloride (30 mL) and refluxed for 3 hours. The mixture was poured into acetic acid (100 mL) and left to stand until bubbling ceased. Volatile components were removed under vacuum and the mixture left to crystallise overnight. The title compound was collected by filtration. Starting materials: BrC1=CC(=C(C(=O)O)C=C1)F (4-bromo-2-fluorobenzoic acid), Cl.FC1(CNCC1)F (3,3-difluoropyrrolidine, hydrochloride salt). The solvent is C(C)N(CC)CC (triethylamine). Yields the product BrC1=CC(=C(C(=O)N2CC(CC2)(F)F)C=C1)F (1-(4-bromo-2-fluorobenzoyl)-3,3-difluoro-pyrrolidine). RXN SMILES: [Br:1][C:2]1[CH:10]=[CH:9][C:5]([C:6]([OH:8])=O)=[C:4]([F:11])[CH:3]=1.Cl.[F:13][C:14]1([F:19])[CH2:18][CH2:17][NH:16][CH2:15]1>C(N(CC)CC)C>[Br:1][C:2]1[CH:10]=[CH:9][C:5]([C:6]([N:16]2[CH2:17][CH2:18][C:14]([F:19])([F:13])[CH2:15]2)=[O:8])=[C:4]([F:11])[CH:3]=1 |f:1.2|. Procedure details: The sub-title compound was prepared by the method of example 18 step a) using 4-bromo-2-fluorobenzoic acid and 3,3-difluoropyrrolidine, hydrochloride salt and triethylamine (2 molar equivalent). Reactants: ClC1=C(C=C(C=C1)C=1N(C(SC1)=NC1=CC=C(C=C1)O)C)S(N(C)C)(=O)=O (4-(4-chloro-3-dimethylsulfamoylphenyl)-2-(4-hydroxyphenylimino)-3-methyl-4-thiazoline), C(CC)(=O)Cl (propionyl chloride), N1=CC=CC=C1 (pyridine). Run in C(Cl)(Cl)Cl (chloroform). Run at time 3 hour. Yields the product ClC1=C(C=C(C=C1)C=1N(C(SC1)=NC1=CC=C(C=C1)OC(CC)=O)C)S(N(C)C)(=O)=O (4-(4-Chloro-3-dimethylsulfamoylphenyl)-2-(4-propionyloxyphenylimino)-3-methyl-4-thiazoline). Reaction SMILES: [Cl:1][C:2]1[CH:7]=[CH:6][C:5]([C:8]2[N:9]([CH3:21])[C:10](=[N:13][C:14]3[CH:19]=[CH:18][C:17]([OH:20])=[CH:16][CH:15]=3)[S:11][CH:12]=2)=[CH:4][C:3]=1[S:22](=[O:27])(=[O:26])[N:23]([CH3:25])[CH3:24].[C:28](Cl)(=[O:31])[CH2:29][CH3:30].N1C=CC=CC=1>C(Cl)(Cl)Cl>[Cl:1][C:2]1[CH:7]=[CH:6][C:5]([C:8]2[N:9]([CH3:21])[C:10](=[N:13][C:14]3[CH:15]=[CH:16][C:17]([O:20][C:28](=[O:31])[CH2:29][CH3:30])=[CH:18][CH:19]=3)[S:11][CH:12]=2)=[CH:4][C:3]=1[S:22](=[O:27])(=[O:26])[N:23]([CH3:24])[CH3:25]. Procedure: 2 g (4.7 mmoles) of 4-(4-chloro-3-dimethylsulfamoylphenyl)-2-(4-hydroxyphenylimino)-3-methyl-4-thiazoline is suspended in 40 ml of dry chloroform. 0.4 g (4.7 mmoles) of propionyl chloride (dissolved in 10 ml of chloroform) and 1.4 g (18 mmoles) of pyridine are added in that order. A slightly exothermic reaction produces, temporarily, a solution from which a yellow solid precipitates. After stirring for 3 hours at room temperature, a further 0.4 ml of propionyl chloride is added. The resulting ye...